From a dataset of the Open Reaction Database (ORD), a public repository of structured organic reaction records. describe an organic reaction: reactants, conditions, products, and yield Reactants: C1=C(C=CC=2C3=CC=C(C=C3C3(C12)C1=CC(=CC=C1C=1C=CC(=CC13)C(=O)O)C(=O)O)C(=O)O)C(=O)O (9,9′-Spirobifluorene-2,2′,7,7′-tetracarboxylic acid), BrC1=CC=2C3(C4=CC(=CC=C4C2C=C1)Br)C1=CC(=CC=C1C=1C=CC(=CC13)Br)Br (2,2′,7,7′-tetrabromo-9,9′-spirobifluorene), C1=C(C=CC=2C3=CC=C(C=C3C3(C12)C1=CC=CC=C1C=1C=CC(=CC13)C(=O)O)C(=O)O)C(=O)O (9,9′-spirobifluorene-2,2′,7-tricarboxylic acid), BrC1=CC=2C3(C4=CC(=CC=C4C2C=C1)Br)C1=CC=CC=C1C=1C=CC(=CC13)Br (2,2′,7-tribromo-9,9′-spirobifluorene), C1=C(C=C(C=2C3=CC=C(C=C3C3(C12)C1=CC(=CC=C1C=1C(=CC(=CC13)C(=O)O)C(=O)O)C(=O)O)C(=O)O)C(=O)O)C(=O)O (9,9′-spirobifluorene-2,2′,4,4′,7,7′-hexacarboxylic acid), BrC1=CC=2C3(C4=CC(=CC=C4C2C(=C1)Br)Br)C1=CC(=CC=C1C=1C(=CC(=CC13)Br)Br)Br (2,2′,4,4′,7,7′-hexabromo-9,9′-spirobifluorene). The product is C1=C(C=CC=2C3=CC=CC=C3C3(C12)C1=CC=CC=C1C=1C=CC(=CC13)C(=O)O)C(=O)O (9,9′-Spirobifluorene-2,2′-dicarboxylic acid). Reaction SMILES: [CH:1]1[C:13]2[C:12]3([C:25]4[CH:24]=[C:23]([C:26]([OH:28])=[O:27])[CH:22]=[CH:21][C:20]=4[C:19]4[C:14]3=[CH:15][C:16](C(O)=O)=[CH:17][CH:18]=4)[C:11]3[C:6](=[CH:7][CH:8]=[C:9](C(O)=O)[CH:10]=3)[C:5]=2[CH:4]=[CH:3][C:2]=1[C:35]([OH:37])=[O:36].BrC1C=CC2C3C(=CC(Br)=CC=3)C3(C4C=C(Br)C=CC=4C4C3=CC(Br)=CC=4)C=2C=1.C1C2C3(C4C=C(C(O)=O)C=CC=4C4C3=CC=CC=4)C3C(=CC=C(C(O)=O)C=3)C=2C=CC=1C(O)=O.BrC1C=CC2C3C(=CC(Br)=CC=3)C3(C4C=C(Br)C=CC=4C4C3=CC=CC=4)C=2C=1.C1C2C3(C4C=C(C(O)=O)C=C(C(O)=O)C=4C4C3=CC(C(O)=O)=CC=4)C3C(=CC=C(C(O)=O)C=3)C=2C(C(O)=O)=CC=1C(O)=O.BrC1C=C(Br)C2C3C(=CC(Br)=CC=3)C3(C4C=C(Br)C=C(Br)C=4C4C3=CC(Br)=CC=4)C=2C=1>>[CH:1]1[C:13]2[C:12]3([C:25]4[CH:24]=[C:23]([C:26]([OH:28])=[O:27])[CH:22]=[CH:21][C:20]=4[C:19]4[C:14]3=[CH:15][CH:16]=[CH:17][CH:18]=4)[C:11]3[C:6](=[CH:7][CH:8]=[CH:9][CH:10]=3)[C:5]=2[CH:4]=[CH:3][C:2]=1[C:35]([OH:37])=[O:36]. Procedure: i-k) 9,9′-Spirobifluorene-2,2′,7,7′-tetracarboxylic acid can be prepared in an analogous way from 2,2′,7,7′-tetrabromo-9,9′-spirobifluorene; likewise, 9,9′-spirobifluorene-2,2′,7-tricarboxylic acid can be prepared from 2,2′,7-tribromo-9,9′-spirobifluorene and 9,9′-spirobifluorene-2,2′,4,4′,7,7′-hexacarboxylic acid can be prepared from 2,2′,4,4′,7,7′-hexabromo-9,9′-spirobifluorene by analogous methods. Starting materials: CC1=C(C=C(C(=O)OC)C=C1)C1=CN=C(N1)C1CCOCC1 (methyl 4-methyl-3-(2-(tetrahydro-2H-pyran-4-yl)-1H-imidazol-5-yl)benzoate), CC1=C(C=C(C(=O)OC)C=C1)C1=CN=C(N1)C1CCOCC1 (methyl 4-methyl-3-(2-(tetrahydro-2H-pyran-4-yl)-1H-imidazol-5-yl)benzoate), C(Cl)(Cl)Cl (chloroform). Run at temperature 25 celsius, time 4 hour. Product: ClC=1N=C(NC1C=1C=C(C(=O)OC)C=CC1C)C1CCOCC1 (Methyl 3-(4-chloro-2-(tetrahydro-2H-pyran-4-yl)-1H-imidazol-5-yl)-4-methylbenzoate). RXN SMILES: [CH3:1][C:2]1[CH:11]=[CH:10][C:5]([C:6]([O:8][CH3:9])=[O:7])=[CH:4][C:3]=1[C:12]1[NH:16][C:15]([CH:17]2[CH2:22][CH2:21][O:20][CH2:19][CH2:18]2)=[N:14][CH:13]=1.C(Cl)(Cl)[Cl:24]>>[Cl:24][C:13]1[N:14]=[C:15]([CH:17]2[CH2:22][CH2:21][O:20][CH2:19][CH2:18]2)[NH:16][C:12]=1[C:3]1[CH:4]=[C:5]([CH:10]=[CH:11][C:2]=1[CH3:1])[C:6]([O:8][CH3:9])=[O:7]. Procedure details: Into a 25-mL round-bottom flask, was placed a solution of methyl 4-methyl-3-(2-(tetrahydro-2H-pyran-4-yl)-1H-imidazol-5-yl)benzoate (compound 241.2, 260 mg, 0.87 mmol) in chloroform (3 mL) NCS (116 mg, 0.87 mmol) was added to the reaction. The reaction mixture was stirred for 4 h at 25° C., then concentrated under reduced pressure. The residue was dissolved in 50 mL of EtOAc, then was washed with 3×20 mL of brine, dried over anhydrous sodium sulfate and concentrated under reduced pressure. This ... The reactants are CC1=CC(=NC=C1[N+](=O)[O-])OC1=CC=CC=C1 (4-methyl-5-nitro-2-phenoxy-pyridine), COC(N(C)C)OC (N,N-dimethylformamide dimethyl acetal). Solvent: CN(C)C=O (DMF). Reaction conditions: temperature 130 celsius, time 1 hour. Product: CN(C=CC1=CC(=NC=C1[N+](=O)[O-])OC1=CC=CC=C1)C (dimethyl-[2-(5-nitro-2-phenoxy-pyridin-4-yl)-vinyl]-amine). Reaction SMILES: [CH3:1][C:2]1[C:7]([N+:8]([O-:10])=[O:9])=[CH:6][N:5]=[C:4]([O:11][C:12]2[CH:17]=[CH:16][CH:15]=[CH:14][CH:13]=2)[CH:3]=1.CO[CH:20](OC)[N:21]([CH3:23])[CH3:22]>CN(C=O)C>[CH3:20][N:21]([CH3:23])[CH:22]=[CH:1][C:2]1[C:7]([N+:8]([O-:10])=[O:9])=[CH:6][N:5]=[C:4]([O:11][C:12]2[CH:13]=[CH:14][CH:15]=[CH:16][CH:17]=2)[CH:3]=1. Reported procedure: A mixture of 4-methyl-5-nitro-2-phenoxy-pyridine (0.2 g, 0.86 mmol) and N,N-dimethylformamide dimethyl acetal (0.13 g, 1.1 mmol) in DMF (1 mL) was stirred at 130° C. for 1 hr, then cooled and concentrated to yield crude dimethyl-[2-(5-nitro-2-phenoxy-pyridin-4-yl)-vinyl]-amine as a syrup. Starting materials: F[B-](F)(F)F, CCO, Cc1cc(C(=O)O)ccc1C(=O)N1CCCC1, CCN(C(C)C)C(C)C, C=CCC(N)c1nc2cc(Cl)ccc2[nH]1, Cl, ClCCl, C1CCOC1, CN(C)C(On1nnc2ccccc21)=[N+](C)C. Yields the product C=CCC(NC(=O)c1ccc(C(=O)N2CCCC2)c(C)c1)c1nc2cc(Cl)ccc2[nH]1. RXN SMILES: [B-:18]([F:19])([F:20])([F:21])[F:22].[CH2:70]([OH:71])[CH3:72].[CH3:1][c:2]1[cH:3][c:4]([C:5](=[O:6])[OH:7])[cH:8][cH:9][c:10]1[C:11](=[O:12])[N:13]1[CH2:14][CH2:15][CH2:16][CH2:17]1.[CH:40]([N:41]([CH:42]([CH3:43])[CH3:44])[CH2:45][CH3:46])([CH3:47])[CH3:48].[Cl:49][c:50]1[cH:51][c:52]2[c:53]([nH:54][c:55]([CH:57]([CH2:58][CH:59]=[CH2:60])[NH2:61])[n:56]2)[cH:62][cH:63]1.[Cl:64].[Cl:73][CH2:74][Cl:75].[O:65]1[CH2:66][CH2:67][CH2:68][CH2:69]1.[n:23]1([O:24][C:25]([N:26]([CH3:27])[CH3:28])=[N+:29]([CH3:30])[CH3:31])[c:32]2[cH:33][cH:34][cH:35][cH:36][c:37]2[n:38][n:39]1>>[CH3:1][c:2]1[cH:3][c:4]([C:5](=[O:7])[NH:61][CH:57]([c:55]2[nH:54][c:53]3[c:52]([cH:51][c:50]([Cl:49])[cH:63][cH:62]3)[n:56]2)[CH2:58][CH:59]=[CH2:60])[cH:8][cH:9][c:10]1[C:11](=[O:12])[N:13]1[CH2:14][CH2:15][CH2:16][CH2:17]1. Starting materials: O=C([O-])[O-], C1COCCO1, CB1OB(C)OB(C)O1, O=Cc1ccncc1Cl, [K+], [K+], O. Yields the product Cc1cnccc1C=O. As a reaction SMILES: [C:19](=[O:20])([O-:21])[O-:22].[CH2:26]1[O:27][CH2:28][CH2:29][O:30][CH2:31]1.[CH3:10][B:11]1[O:12][B:13]([CH3:14])[O:15][B:16]([CH3:17])[O:18]1.[Cl:1][c:2]1[cH:3][n:4][cH:5][cH:6][c:7]1[CH:8]=[O:9].[K+:23].[K+:24].[OH2:25]>>[c:2]1([CH3:10])[cH:3][n:4][cH:5][cH:6][c:7]1[CH:8]=[O:9]. Reactants: OC=1C=CC2=C(N=C(S2)S(=O)(=O)N)C1 (5-hydroxy-2-benzothiazolesulfonamide), C(CCCCCCC)(=O)Cl (octanoyl chloride), ice water, Cl (hydrochloric acid). Reagents/catalysts: CN(C1=CC=NC=C1)C (4-dimethylaminopyridine). The solvent is N1=CC=CC=C1 (pyridine). Run at time 2 hour. Product: C(CCCCCCC)(=O)OC=1C=CC2=C(N=C(S2)S(N)(=O)=O)C1 (2-sulfamoyl-5-benzothiazolyl octanoate). RXN SMILES: [OH:1][C:2]1[CH:3]=[CH:4][C:5]2[S:9][C:8]([S:10]([NH2:13])(=[O:12])=[O:11])=[N:7][C:6]=2[CH:14]=1.[C:15](Cl)(=[O:23])[CH2:16][CH2:17][CH2:18][CH2:19][CH2:20][CH2:21][CH3:22].Cl>CN(C)C1C=CN=CC=1.N1C=CC=CC=1>[C:15]([O:1][C:2]1[CH:3]=[CH:4][C:5]2[S:9][C:8]([S:10](=[O:12])(=[O:11])[NH2:13])=[N:7][C:6]=2[CH:14]=1)(=[O:23])[CH2:16][CH2:17][CH2:18][CH2:19][CH2:20][CH2:21][CH3:22]. Procedure: To a stirred solution of 5-hydroxy-2-benzothiazolesulfonamide (2.3 g., 0.01 mole) and 4-dimethylaminopyridine (100 mg.) in pyridine (15 ml.) is added octanoyl chloride (1.7 ml.) over a period of 5 minutes. The reaction mixture is stirred 11/2 hours, poured into ice water and dilute hydrochloric acid, extracted into ethylacetate, washed with water, dried over magnesium sulfate and chromatographed on 35 g of silica gel (ethyl acetate - hexane 1:1) to give 2-sulfamoyl-5-benzothiazolyl octanoate.